This data is from the Open Reaction Database (ORD), a public repository of structured organic reaction records. The task is: describe an organic reaction: reactants, conditions, products, and yield The reactants are C(C)(C)(C)OC(C(C)(NC(=O)C1=C(C2=C(SC=C2)C=C1)OCC1=CC=C(C=C1)C(F)(F)F)C)=O (2-Methyl-2-{[4-(4-trifluoromethyl-benzyloxy)-benzo[b]thiophene-5-carbonyl]-amino}-propionic acid tert-butyl ester), FC(C(=O)O)(F)F (trifluoroacetic acid). Solvent: ClCCl (dichloromethane). Product: CC(C(=O)O)(C)NC(=O)C1=C(C2=C(SC=C2)C=C1)OCC1=CC=C(C=C1)C(F)(F)F (2-Methyl-2-{[4-(4-trifluoromethyl-benzyloxy)-benzo[b]thiophene-5-carbonyl]-amino}-propionic acid). Yield: 64.9%. RXN SMILES: C([O:5][C:6](=[O:34])[C:7]([CH3:33])([NH:9][C:10]([C:12]1[CH:20]=[CH:19][C:15]2[S:16][CH:17]=[CH:18][C:14]=2[C:13]=1[O:21][CH2:22][C:23]1[CH:28]=[CH:27][C:26]([C:29]([F:32])([F:31])[F:30])=[CH:25][CH:24]=1)=[O:11])[CH3:8])(C)(C)C.FC(F)(F)C(O)=O>ClCCl>[CH3:33][C:7]([NH:9][C:10]([C:12]1[CH:20]=[CH:19][C:15]2[S:16][CH:17]=[CH:18][C:14]=2[C:13]=1[O:21][CH2:22][C:23]1[CH:24]=[CH:25][C:26]([C:29]([F:31])([F:32])[F:30])=[CH:27][CH:28]=1)=[O:11])([CH3:8])[C:6]([OH:34])=[O:5]. Procedure details: 113 mg of 2-Methyl-2-{[4-(4-trifluoromethyl-benzyloxy)-benzo[b]thiophene-5-carbonyl]-amino}-propionic acid tert-butyl ester were dissolved in 2 ml dichloromethane and treated with 2 ml trifluoroacetic acid. After 30 min at 60° C. the volatiles were evaporated. The residue was treated with ethanol and 2 M HCl and evaporated three times. The resulting residue was crystallized from diethylether/heptane to afford 65 mg of 2-Methyl-2-{[4-(4-trifluoromethyl-benzyloxy)-benzo[b]thiophene-5-carbonyl]-ami...